This data is from the Open Reaction Database (ORD), a public repository of structured organic reaction records. The task is: describe an organic reaction: reactants, conditions, products, and yield Reactants: [N+](=O)([O-])C1=C2C=CC(=NC2=CC=C1)Cl (5-nitro-2-chloroquinoline), FC=1C=C(C=C(C1)F)S(=O)(=O)Cl (3,5-difluorobenzenesulfonyl chloride), O1CC(C2=C1C=CC=C2)N (rac-2,3-dihydro-benzofuran-3-ylamine). The product is O1CC(C2=C1C=CC=C2)NC2=NC1=CC=CC(=C1C=C2)NS(=O)(=O)C2=CC(=CC(=C2)F)F (N-[2-(2,3-Dihydro-benzofuran-3-ylamino)-quinolin-5-yl]-3,5-difluoro-benzenesulfonamide). As a reaction SMILES: [N+:1]([C:4]1[CH:13]=[CH:12][CH:11]=[C:10]2[C:5]=1[CH:6]=[CH:7][C:8](Cl)=[N:9]2)([O-])=O.[F:15][C:16]1[CH:17]=[C:18]([S:23](Cl)(=[O:25])=[O:24])[CH:19]=[C:20]([F:22])[CH:21]=1.[O:27]1[C:31]2[CH:32]=[CH:33][CH:34]=[CH:35][C:30]=2[CH:29]([NH2:36])[CH2:28]1>>[O:27]1[C:31]2[CH:32]=[CH:33][CH:34]=[CH:35][C:30]=2[CH:29]([NH:36][C:8]2[CH:7]=[CH:6][C:5]3[C:10](=[CH:11][CH:12]=[CH:13][C:4]=3[NH:1][S:23]([C:18]3[CH:17]=[C:16]([F:15])[CH:21]=[C:20]([F:22])[CH:19]=3)(=[O:25])=[O:24])[N:9]=2)[CH2:28]1. Procedure details: The title compound, MS: m/e=454.3 (M+H+), was prepared in accordance with the general method of example 13 from 5-nitro-2-chloroquinoline, 3,5-difluorobenzenesulfonyl chloride and rac-2,3-dihydro-benzofuran-3-ylamine (CAS 109926-35-4). Starting materials: C(=O)(OC(C)(C)C)N1CCNCC1 (1-Boc-piperazine), Cl.CN(CCCN=C=NCC)C (1-(3-dimethylaminopropyl)-3-ethylcarbodiimide hydrochloride), ON1N=NC2=C1C=CC=C2 (1-hydroxybenzotriazole), FC1=C(C(=O)O)C=CC=C1C(F)(F)F (2-fluoro-3-(trifluoromethyl)benzoic acid). Solvent: C(Cl)(Cl)Cl (chloroform), C(Cl)(Cl)Cl (chloroform). Reaction conditions: time 4 hour. The product is FC1=C(C(=O)N2CCN(CC2)C(=O)OC(C)(C)C)C=CC=C1C(F)(F)F (tert-butyl 4-(2-fluoro-3-(trifluoromethyl)benzoyl)piperazine-1-carboxylate). RXN SMILES: [C:1]([N:8]1[CH2:13][CH2:12][NH:11][CH2:10][CH2:9]1)([O:3][C:4]([CH3:7])([CH3:6])[CH3:5])=[O:2].Cl.CN(C)CCCN=C=NCC.ON1C2C=CC=CC=2N=N1.[F:36][C:37]1[C:45]([C:46]([F:49])([F:48])[F:47])=[CH:44][CH:43]=[CH:42][C:38]=1[C:39](O)=[O:40]>C(Cl)(Cl)Cl>[F:36][C:37]1[C:45]([C:46]([F:47])([F:48])[F:49])=[CH:44][CH:43]=[CH:42][C:38]=1[C:39]([N:11]1[CH2:10][CH2:9][N:8]([C:1]([O:3][C:4]([CH3:7])([CH3:6])[CH3:5])=[O:2])[CH2:13][CH2:12]1)=[O:40] |f:1.2|. Procedure details: A mixture of 3.66 g of 1-Boc-piperazine, 4.53 g of 1-(3-dimethylaminopropyl)-3-ethylcarbodiimide hydrochloride, 3.61 g of 1-hydroxybenzotriazole, 4.50 g of 2-fluoro-3-(trifluoromethyl)benzoic acid and 40 ml of chloroform was stirred at room temperature for 4 hours. The reaction mixture was diluted with chloroform and then was washed with water and brine. The resulting organic layer was dried over magnesium sulfate and filtered, and the filtrate was concentrated in vacuo. The resulting residue wa... Starting materials: ClC1=C2C(=NC=C1C(C(C(=O)OC)(C)C)C1=CC=CC=C1)N(N=C2)C2=CC=CC=C2 (methyl 3-(4-chloro-1-phenyl-1H-pyrazolo[3,4-b]pyridin-5-yl)-2,2-dimethyl-3-phenylpropanoate), C(C)(C)N(CC)C(C)C (diisopropylethylamine), C(C)O (ethanol), O.[OH-].[Li+] (lithium hydroxide monohydrate). Reagents/catalysts: [Pd] (palladium). Solvent: O1CCOCC1 (dioxane), O (water). Reaction conditions: time 80 minute. The product is CC(C(=O)O)(C(C=1C=C2C(=NC1)N(N=C2)C2=CC=CC=C2)C2=CC=CC=C2)C (2,2-dimethyl-3-phenyl-3-(1-phenyl-1H-pyrazolo[3,4-b]pyridin-5-yl)propanoic acid). Yield: 67.2%. RXN SMILES: Cl[C:2]1[C:7]([CH:8]([C:16]2[CH:21]=[CH:20][CH:19]=[CH:18][CH:17]=2)[C:9]([CH3:15])([CH3:14])[C:10]([O:12]C)=[O:11])=[CH:6][N:5]=[C:4]2[N:22]([C:25]3[CH:30]=[CH:29][CH:28]=[CH:27][CH:26]=3)[N:23]=[CH:24][C:3]=12.C(N(C(C)C)CC)(C)C.C(O)C.O.[OH-].[Li+]>[Pd].O1CCOCC1.O>[CH3:14][C:9]([CH3:15])([CH:8]([C:16]1[CH:21]=[CH:20][CH:19]=[CH:18][CH:17]=1)[C:7]1[CH:2]=[C:3]2[CH:24]=[N:23][N:22]([C:25]3[CH:26]=[CH:27][CH:28]=[CH:29][CH:30]=3)[C:4]2=[N:5][CH:6]=1)[C:10]([OH:12])=[O:11] |f:3.4.5|. Procedure: A mixture of methyl 3-(4-chloro-1-phenyl-1H-pyrazolo[3,4-b]pyridin-5-yl)-2,2-dimethyl-3-phenylpropanoate (27 mg, 0.064 mmol), palladium (10% on carbon, 10 mg), diisopropylethylamine (0.017 mL, 0.096 mmol), and ethanol (3 mL) was stirred under hydrogen balloon for 80 min. The mixture was then filtered through a pad of silica gel and concentrated. The residue was mixed with lithium hydroxide monohydrate (30 mg, 0.7 mmol), water (1 mL), and dioxane (1 mL), and stirred at 110° C. overnight. After co... The reactants are C(CCCCCCCCCCC)OCC1CN(CCN1)C1=C(C=C2C(C(=CN(C2=C1)CC)C(=O)O)=O)F (7-[3-[(dodecyloxy)methyl]-1-piperazinyl]-1-ethyl-6-fluoro-1,4-dihydro-4-oxo-3-quinolinecarboxylic acid), C=O (formaldehyde). The solvent is C(=O)O (formic acid). Yields the product C(CCCCCCCCCCC)OCC1CN(CCN1C)C1=C(C=C2C(C(=CN(C2=C1)CC)C(=O)O)=O)F (7-[3-[(Dodecyloxy)methyl]-4-methyl-1-piperazinyl]-1-ethyl-6-fluoro-1,4-dihydro-4-oxo-3-quinolinecarboxylic acid). Reaction SMILES: [CH2:1]([O:13][CH2:14][CH:15]1[NH:20][CH2:19][CH2:18][N:17]([C:21]2[CH:30]=[C:29]3[C:24]([C:25](=[O:36])[C:26]([C:33]([OH:35])=[O:34])=[CH:27][N:28]3[CH2:31][CH3:32])=[CH:23][C:22]=2[F:37])[CH2:16]1)[CH2:2][CH2:3][CH2:4][CH2:5][CH2:6][CH2:7][CH2:8][CH2:9][CH2:10][CH2:11][CH3:12].[CH2:38]=O>C(O)=O>[CH2:1]([O:13][CH2:14][CH:15]1[N:20]([CH3:38])[CH2:19][CH2:18][N:17]([C:21]2[CH:30]=[C:29]3[C:24]([C:25](=[O:36])[C:26]([C:33]([OH:35])=[O:34])=[CH:27][N:28]3[CH2:31][CH3:32])=[CH:23][C:22]=2[F:37])[CH2:16]1)[CH2:2][CH2:3][CH2:4][CH2:5][CH2:6][CH2:7][CH2:8][CH2:9][CH2:10][CH2:11][CH3:12]. Procedure details: A 300 mg portion of 7-[3-[(dodecyloxy)methyl]-1-piperazinyl]-1-ethyl-6-fluoro-1,4-dihydro-4-oxo-3-quinolinecarboxylic acid was dissolved in a mixture of 1.2 ml of 37% formaldehyde and 1.5 ml of 90% formic acid, heated on a steam bath for 45 minutes and then evaporated in vacuo. A 5 ml portion of water was added, the solution neutralized with aqueous sodium hydroxide and the solid collected, washed with water and dried, giving 260 mg of the desired product, mp 166°-168° C. Starting materials: N#Cc1cc(-c2ccncc2)sc1-c1ccncc1, CC(C)(C)O, [K+], [OH-], O. The product is NC(=O)c1cc(-c2ccncc2)sc1-c1ccncc1. Reaction SMILES: [C:1](#[N:2])[c:3]1[c:4](-[c:14]2[cH:15][cH:16][n:17][cH:18][cH:19]2)[s:5][c:6](-[c:8]2[cH:9][cH:10][n:11][cH:12][cH:13]2)[cH:7]1.[CH3:23][C:24]([OH:25])([CH3:26])[CH3:27].[K+:21].[OH-:20].[OH2:22]>>[C:1]([NH2:2])([c:3]1[c:4](-[c:14]2[cH:15][cH:16][n:17][cH:18][cH:19]2)[s:5][c:6](-[c:8]2[cH:9][cH:10][n:11][cH:12][cH:13]2)[cH:7]1)=[O:20].